Dataset: the Open Reaction Database (ORD), a public repository of structured organic reaction records. Task: describe an organic reaction: reactants, conditions, products, and yield Reactants: Cn1c2ccccc2c(=O)c2cccn21, O=C1CCC(=O)N1Cl, C1CCOC1. The product is Cn1c2ccccc2c(=O)c2ccc(Cl)n21. Reaction SMILES: [CH3:1][n:2]1[n:3]2[c:4]([c:5](=[O:12])[c:6]3[cH:7][cH:8][cH:9][cH:10][c:11]13)[cH:13][cH:14][cH:15]2.[Cl:16][N:17]1[C:18](=[O:19])[CH2:20][CH2:21][C:22]1=[O:23].[O:24]1[CH2:25][CH2:26][CH2:27][CH2:28]1>>[CH3:1][n:2]1[n:3]2[c:4]([c:5](=[O:12])[c:6]3[cH:7][cH:8][cH:9][cH:10][c:11]13)[cH:13][cH:14][c:15]2[Cl:16].